describe an organic reaction: reactants, conditions, products, and yield From a dataset of the Open Reaction Database (ORD), a public repository of structured organic reaction records. Starting materials: C(#N)C=1C2=C(NC1C(=O)OCC)C=C(S2)C (ethyl 6-cyano-2-methyl-4H-thieno[3,2-b]pyrrole-5-carboxylate), O.[OH-].[Li+] (lithium hydroxide monohydrate). Run in O1CCCC1 (tetrahydrofuran), C(C)O (ethanol), O (water). Conditions: temperature 50 celsius, time 35 hour. The product is C(#N)C=1C2=C(NC1C(=O)O)C=C(S2)C (6-Cyano-2-methyl-4H-thieno[3,2-b]pyrrole-5-carboxylic acid). Yield: 104.7%. As a reaction SMILES: [C:1]([C:3]1[C:4]2[S:15][C:14]([CH3:16])=[CH:13][C:5]=2[NH:6][C:7]=1[C:8]([O:10]CC)=[O:9])#[N:2].O.[OH-].[Li+]>O1CCCC1.C(O)C.O>[C:1]([C:3]1[C:4]2[S:15][C:14]([CH3:16])=[CH:13][C:5]=2[NH:6][C:7]=1[C:8]([OH:10])=[O:9])#[N:2] |f:1.2.3|. Reported procedure: To a mixed solution of ethyl 6-cyano-2-methyl-4H-thieno[3,2-b]pyrrole-5-carboxylate (0.64 g) in tetrahydrofuran (8.0 mL), ethanol (4.0 mL) and water (6.0 mL) was added lithium hydroxide monohydrate (1.14 g), and the mixture was stirred at 50° C. for 35 hours. The reaction solution was concentrated under reduced pressure. To the residue was added 2 mol/L hydrochloric acid (18 mL) and water. The precipitated solid was collected by filtration, washed with water, and dried under reduced pressure at ...